From a dataset of the Open Reaction Database (ORD), a public repository of structured organic reaction records. describe an organic reaction: reactants, conditions, products, and yield Reactants: FC1=C(C(=CC=C1)F)C=1C=C2C(=NN(C2=CC1)C1OCCCC1)C1=CN=CC(=N1)N[C@H]1CN(CC1)C(=O)OC(C)(C)C ((3R)-tert-butyl 3-(6-(5-(2,6-difluorophenyl)-1-(tetrahydro-2H-pyran-2-yl)-1H-indazol-3-yl)pyrazin-2-ylamino)pyrrolidine-1-carboxylate), C(=O)(C(F)(F)F)O (TFA). Solvent: C(Cl)Cl (DCM). Reaction conditions: time 2 hour. Product: FC1=C(C(=CC=C1)F)C=1C=C2C(=NNC2=CC1)C1=CN=CC(=N1)N[C@H]1CNCC1 ((R)-6-(5-(2,6-difluorophenyl)-1H-indazol-3-yl)-N-(pyrrolidin-3-yl)pyrazin-2-amine). RXN SMILES: [F:1][C:2]1[CH:7]=[CH:6][CH:5]=[C:4]([F:8])[C:3]=1[C:9]1[CH:10]=[C:11]2[C:15](=[CH:16][CH:17]=1)[N:14](C1CCCCO1)[N:13]=[C:12]2[C:24]1[N:29]=[C:28]([NH:30][C@@H:31]2[CH2:35][CH2:34][N:33](C(OC(C)(C)C)=O)[CH2:32]2)[CH:27]=[N:26][CH:25]=1.C(O)(C(F)(F)F)=O>C(Cl)Cl>[F:8][C:4]1[CH:5]=[CH:6][CH:7]=[C:2]([F:1])[C:3]=1[C:9]1[CH:10]=[C:11]2[C:15](=[CH:16][CH:17]=1)[NH:14][N:13]=[C:12]2[C:24]1[N:29]=[C:28]([NH:30][C@@H:31]2[CH2:35][CH2:34][NH:33][CH2:32]2)[CH:27]=[N:26][CH:25]=1. Procedure: To a solution of (3R)-tert-butyl 3-(6-(5-(2,6-difluorophenyl)-1-(tetrahydro-2H-pyran-2-yl)-1H-indazol-3-yl)pyrazin-2-ylamino)pyrrolidine-1-carboxylate (280 mg, 0.486 mmol) in DCM was added TFA (0.5 ml, 6.49 mmol). The reaction was stirred at RT for 2 h, and then TFA was removed. The residue was purified with RP-HPLC to give (R)-6-(5-(2,6-difluorophenyl)-1H-indazol-3-yl)-N-(pyrrolidin-3-yl)pyrazin-2-amine as an orange solid. MS (ESI, pos. ion) m/z: 393 (M+1); 1H NMR (400 MHz, DMSO-d6) δ ppm 8.71 ...